From a dataset of the Open Reaction Database (ORD), a public repository of structured organic reaction records. describe an organic reaction: reactants, conditions, products, and yield Solvent: C1=CC=CC=C1 (Benzene). Yield: 71.0%. Reported procedure: The methyl ester (4 g, 18 mmol) from the above reaction was dissolved in 10 ml of benzyl alcohol and 50 ml of Benzene. After adding TsOH.H2O (0.5 g, 2.63 mmol), the contents were heated under reflux for 2 h. Once the required amount of H2O had been collected, the solution was concentrated under reduced pressure. The crude product was purified by column chromatography (silica gel, Hexane-AcOEt, 3:1) which gave 3.8 g (71%) of the title compound: 7.40-7.10 (m,10H), 5.03 (s,2H), 3.57 (t,J=6Hz,2H), 3... As a reaction SMILES: [CH3:1][C:2]1[CH:3]=[CH:4][C:5](S(O)(=O)=O)=[CH:6][CH:7]=1.[OH2:12].[CH2:13]([OH:20])[C:14]1[CH:19]=[CH:18][CH:17]=[CH:16][CH:15]=1>C1C=CC=CC=1>[CH2:1]([CH:16]([CH2:15][CH2:14][CH2:13][OH:20])[C:17]([O:20][CH2:13][C:14]1[CH:19]=[CH:18][CH:17]=[CH:16][CH:15]=1)=[O:12])[C:2]1[CH:3]=[CH:4][CH:5]=[CH:6][CH:7]=1 |f:0.1|. The product is C(C1=CC=CC=C1)C(C(=O)OCC1=CC=CC=C1)CCCO (Benzyl 2-Benzyl-5-hydroxy-pentanoate). Reactants: methyl ester, CC=1C=CC(=CC1)S(=O)(=O)O.O (TsOH.H2O), C(C1=CC=CC=C1)O (benzyl alcohol). The reactants are OC1=C(C=NC2=CC=C(C=C12)C(C)C)C(=O)Cl (4-hydroxy-6-isopropyl-quinoline-3-carboxylic acid chloride), NC=1SC=CN1 (2-amino-thiazole). The product is S1C(=NC=C1)NC(=O)C=1C=NC2=CC=C(C=C2C1O)C(C)C (N-(2-thiazolyl)-4-hydroxy-6-isopropyl-quinoline-3-carboxamide). Yield: 10.5%. Reaction SMILES: [OH:1][C:2]1[C:11]2[C:6](=[CH:7][CH:8]=[C:9]([CH:12]([CH3:14])[CH3:13])[CH:10]=2)[N:5]=[CH:4][C:3]=1[C:15](Cl)=[O:16].[NH2:18][C:19]1[S:20][CH:21]=[CH:22][N:23]=1>>[S:20]1[CH:21]=[CH:22][N:23]=[C:19]1[NH:18][C:15]([C:3]1[CH:4]=[N:5][C:6]2[C:11]([C:2]=1[OH:1])=[CH:10][C:9]([CH:12]([CH3:14])[CH3:13])=[CH:8][CH:7]=2)=[O:16]. Reported procedure: Using the procedure of Example 1, 10.74 g of the product of Step D and 3.9 g of 2-amino-thiazole were reacted to obtain 1.28 g of N-(2-thiazolyl)-4-hydroxy-6-isopropyl-quinoline-3-carboxamide melting above 340° C.